From a dataset of the Open Reaction Database (ORD), a public repository of structured organic reaction records. describe an organic reaction: reactants, conditions, products, and yield Reactants: BrC1=NN=C(S1)C=1N=NN(N1)CC(=O)OCC (Ethyl [5-(5-bromo-1,3,4-thiadiazol-2-yl)-2H-tetrazol-2-yl]acetate), BrC1=NN=C(S1)C#N (5-bromo-1,3,4-thiadiazole-2-carbonitrile), Cl (HCl), [N-]=[N+]=[N-].[Na+] (NaN3). Reagents/catalysts: [Zn+2].[Br-].[Br-] (ZnBr2). Run in CC(C)O (i-PrOH), O (H2O). Run at temperature 120 celsius, time 8 hour. Product: BrC1=NN=C(S1)C1=NN=NN1 (5-(5-bromo-1,3,4-thiadiazol-2-yl)-1H-tetrazole). RXN SMILES: [Br:1][C:2]1[S:6][C:5]([C:7]2[N:8]=[N:9][N:10](CC(OCC)=O)[N:11]=2)=[N:4][N:3]=1.BrC1SC(C#N)=NN=1.[N-]=[N+]=[N-].[Na+].Cl>CC(O)C.O.[Zn+2].[Br-].[Br-]>[Br:1][C:2]1[S:6][C:5]([C:7]2[NH:11][N:10]=[N:9][N:8]=2)=[N:4][N:3]=1 |f:2.3,7.8.9|. Reported procedure: Ethyl [5-(5-bromo-1,3,4-thiadiazol-2-yl)-2H-tetrazol-2-yl]acetate To a suspension of 5-bromo-1,3,4-thiadiazole-2-carbonitrile (1 g, 5 mmol) and ZnBr2 (1.1 g, 5 mmol) in i-PrOH (10 mL) and H2O (5 mL) was added NaN3 (0.65 g, 10 mmol) in a sealed tube. The mixture was stirred at 120° C. overnight and then cooled to room temperature. The mixture was adjusted to pH=4 with HCl (2 M) and extracted with EtOAc (3×50 mL). The combined organic layers was dried over Na2SO4, filtered and concentrated in vacu... As a reaction SMILES: [C:38]([CH3:39])([CH3:40])([CH3:41])[CH:42]1[CH2:43][CH2:44][CH:45]([O:48][c:49]2[c:50](-[c:66]3[cH:67][n:68][cH:69][n:70][cH:71]3)[c:51]3[cH:52][cH:53][c:54]([C:59]4([CH3:65])[NH:60][C:61](=[O:64])[O:62][CH2:63]4)[cH:55][c:56]3[cH:57][cH:58]2)[CH2:46][CH2:47]1.[NH2:1][C:2]([c:3]1[cH:4][cH:5][c:6]2[c:7]([cH:8][cH:9][c:10]([O:11][CH:12]3[CH2:13][CH2:14][CH:15]([C:16]([CH3:17])([CH3:18])[CH3:19])[CH2:20][CH2:21]3)[c:22]2-[c:23]2[cH:24][cH:25][c:26]([O:27][C:28]([F:29])([F:30])[F:31])[cH:32][cH:33]2)[cH:34]1)([CH3:35])[CH2:36][OH:37]>>[C:38]([CH3:39])([CH3:40])([CH3:41])[CH:42]1[CH2:43][CH2:44][CH:45]([O:48][c:49]2[c:50](-[c:66]3[cH:67][n:68][cH:69][n:70][cH:71]3)[c:51]3[cH:52][cH:53][c:54]([C:59]([NH2:60])([CH2:63][OH:62])[CH3:65])[cH:55][c:56]3[cH:57][cH:58]2)[CH2:46][CH2:47]1. Product: CC(N)(CO)c1ccc2c(-c3cncnc3)c(OC3CCC(C(C)(C)C)CC3)ccc2c1. Starting materials: CC1(c2ccc3c(-c4cncnc4)c(OC4CCC(C(C)(C)C)CC4)ccc3c2)COC(=O)N1, CC(N)(CO)c1ccc2c(-c3ccc(OC(F)(F)F)cc3)c(OC3CCC(C(C)(C)C)CC3)ccc2c1. Starting materials: C=CCC(O)(CC=C)COc1ccc(-c2c(Cl)sc(NC(=O)CC#N)c2C(=O)OCC)cc1, ClCCl. Yields the product CCOC(=O)c1c(NC(=O)CC#N)sc(Cl)c1-c1ccc(OCC2(O)CC=CC2)cc1. Reaction SMILES: [CH2:1]([CH3:2])[O:3][C:4](=[O:5])[c:6]1[c:7]([NH:28][C:29]([CH2:30][C:31]#[N:32])=[O:33])[s:8][c:9]([Cl:27])[c:10]1-[c:11]1[cH:12][cH:13][c:14]([O:17][CH2:18][C:19]([CH2:20][CH:21]=[CH2:22])([OH:23])[CH2:24][CH:25]=[CH2:26])[cH:15][cH:16]1.[Cl:34][CH2:35][Cl:36]>>[CH2:1]([CH3:2])[O:3][C:4](=[O:5])[c:6]1[c:7]([NH:28][C:29]([CH2:30][C:31]#[N:32])=[O:33])[s:8][c:9]([Cl:27])[c:10]1-[c:11]1[cH:12][cH:13][c:14]([O:17][CH2:18][C:19]2([OH:23])[CH2:20][CH:26]=[CH:25][CH2:24]2)[cH:15][cH:16]1.